From a dataset of the Open Reaction Database (ORD), a public repository of structured organic reaction records. describe an organic reaction: reactants, conditions, products, and yield Reactants: C(C=C)[C@@]1(CCN(C(O1)=O)[C@@H](C)C1=CC=C(C=C1)B1OC(C(O1)(C)C)(C)C)C1=CC=C(C=C1)F ((R)-6-allyl-6-(4-fluorophenyl)-3-((S)-1-(4-(4,4,5,5-tetramethyl-1,3,2-dioxaborolan-2-yl)phenyl)ethyl)-1,3-oxazinan-2-one), BrC=1SC=CN1 (2-bromothiazole), [O-]S(=O)(=O)[O-].[Na+].[Na+] (Na2SO4), C1CCOC1 (THF). Reagents/catalysts: Cl[Pd]([P](C1=CC=CC=C1)(C2=CC=CC=C2)C3=CC=CC=C3)([P](C4=CC=CC=C4)(C5=CC=CC=C5)C6=CC=CC=C6)Cl (Pd(PPh3)2Cl2). Solvent: CCOC(=O)C (EtOAc). Run at temperature 140 celsius. Yields the product C(C=C)[C@@]1(CCN(C(O1)=O)[C@@H](C)C1=CC=C(C=C1)C=1SC=CN1)C1=CC=C(C=C1)F ((R)-6-allyl-6-(4-fluorophenyl)-3-((S)-1-(4-(thiazol-2-yl)phenyl)ethyl)-1,3-oxazinan-2-one). Isolated yield 33.0%. Reaction SMILES: [CH2:1]([C@@:4]1([C:28]2[CH:33]=[CH:32][C:31]([F:34])=[CH:30][CH:29]=2)[O:9][C:8](=[O:10])[N:7]([C@H:11]([C:13]2[CH:18]=[CH:17][C:16](B3OC(C)(C)C(C)(C)O3)=[CH:15][CH:14]=2)[CH3:12])[CH2:6][CH2:5]1)[CH:2]=[CH2:3].Br[C:36]1[S:37][CH:38]=[CH:39][N:40]=1.[O-]S([O-])(=O)=O.[Na+].[Na+].C1COCC1>CCOC(C)=O.Cl[Pd](Cl)([P](C1C=CC=CC=1)(C1C=CC=CC=1)C1C=CC=CC=1)[P](C1C=CC=CC=1)(C1C=CC=CC=1)C1C=CC=CC=1>[CH2:1]([C@@:4]1([C:28]2[CH:29]=[CH:30][C:31]([F:34])=[CH:32][CH:33]=2)[O:9][C:8](=[O:10])[N:7]([C@H:11]([C:13]2[CH:18]=[CH:17][C:16]([C:36]3[S:37][CH:38]=[CH:39][N:40]=3)=[CH:15][CH:14]=2)[CH3:12])[CH2:6][CH2:5]1)[CH:2]=[CH2:3] |f:2.3.4,^1:61,80|. Procedure details: (R)-6-allyl-6-(4-fluorophenyl)-3-((S)-1-(4-(4,4,5,5-tetramethyl-1,3,2-dioxaborolan-2-yl)phenyl)ethyl)-1,3-oxazinan-2-one (20 mg, 0.043 mmol), 2-bromothiazole (14 mg, 2 equiv), 2M aq Na2SO4 solution (0.5 mL) and Pd(PPh3)2Cl2 were mixed with THF (0.6 mL) and heated in a microwave oven for 2 h at 140° C. LC-MS found reaction completed. The mixture was diluted with EtOAc (8 mL), washed with water (2 mL), 1% aq HCl (2 mL) and brine (1.5 mL). After concentration, the residue was purified by preparativ... The reactants are [OH-].[Na+] (sodium hydroxide), FC1(OC=2C(=CC3=C(N=C(N3)S)C2)O1)F (2,2-difluoro-5H-[1,3]-dioxolo[4,5-f]benzimidazole-6-thiol), [Cl-].ClCC1=[NH+]C=C(C(=C1)OC)OC (2-chloromethyl-4,5-dimethoxypyridinium chloride). The solvent is C(C)O (ethanol), O (water). Conditions: temperature 20 celsius, time 5 hour. Yields the product FC1(OC=2C(=CC3=C(N=C(N3)SCC3=NC=C(C(=C3)OC)OC)C2)O1)F (2,2-Difluoro-6-[(4,5-dimethoxy-2-pyridyl)methylthio]-5H-[1,3]-dioxolo[4,5-f]benzimidazole). Reaction SMILES: [OH-].[Na+].[F:3][C:4]1([F:17])[O:16][C:7]2=[CH:8][C:9]3[NH:13][C:12]([SH:14])=[N:11][C:10]=3[CH:15]=[C:6]2[O:5]1.[Cl-].Cl[CH2:20][C:21]1[CH:26]=[C:25]([O:27][CH3:28])[C:24]([O:29][CH3:30])=[CH:23][NH+:22]=1>C(O)C.O>[F:17][C:4]1([F:3])[O:16][C:7]2=[CH:8][C:9]3[NH:13][C:12]([S:14][CH2:20][C:21]4[CH:26]=[C:25]([O:27][CH3:28])[C:24]([O:29][CH3:30])=[CH:23][N:22]=4)=[N:11][C:10]=3[CH:15]=[C:6]2[O:5]1 |f:0.1,3.4|. Reported procedure: 6.3 ml of 1N sodium hydroxide solution are added dropwise to a solution, warmed to 50° C., of 0.69 g of 2,2-difluoro-5H-[1,3]-dioxolo[4,5-f]benzimidazole-6-thiol and 0.67 g of 2-chloromethyl-4,5-dimethoxypyridinium chloride in 9 ml of ethanol and 4 ml of water in the course of one minute. On cooling the clear reaction mixture to 20° C., a colorless precipitate separates out after a short time. The mixture is stirred at 20° C. for a further 5 hours and the precipitate is filtered off with suction...